The task is: describe an organic reaction: reactants, conditions, products, and yield. This data is from the Open Reaction Database (ORD), a public repository of structured organic reaction records. Starting materials: FC(C1=CC=C(C=C1)CC(=O)OCC)(F)F (ethyl 2-(4-(trifluoromethyl)phenyl)acetate), C[Si](C)(C)[N-][Si](C)(C)C.[Li+] (lithium bis(trimethylsilyl)amide), BrCC#N (bromoacetonitrile). Run in O1CCCC1 (tetrahydrofuran), O1CCCC1 (tetrahydrofuran). Conditions: temperature -78 celsius, time 1 hour. Product: C(#N)CC(C(=O)OCC)C1=CC=C(C=C1)C(F)(F)F (ethyl 3-cyano-2-(4-(trifluoromethyl)phenyl)propanoate). RXN SMILES: [F:1][C:2]([F:16])([F:15])[C:3]1[CH:8]=[CH:7][C:6]([CH2:9][C:10]([O:12][CH2:13][CH3:14])=[O:11])=[CH:5][CH:4]=1.C[Si]([N-][Si](C)(C)C)(C)C.[Li+].Br[CH2:28][C:29]#[N:30]>O1CCCC1>[C:29]([CH2:28][CH:9]([C:6]1[CH:5]=[CH:4][C:3]([C:2]([F:15])([F:16])[F:1])=[CH:8][CH:7]=1)[C:10]([O:12][CH2:13][CH3:14])=[O:11])#[N:30] |f:1.2|. Reported procedure: To a solution of the product from Example 266A (5.25 g, 23.0 mmol) in dry tetrahydrofuran at −78° C. was added lithium bis(trimethylsilyl)amide (1.0 M in hexane) (23.00 mL, 23.0 mmol) dropwise via syringe under nitrogen. The reaction was brought to 0° C. and stirred for one hour. The reaction was re-cooled to −78° C. and then bromoacetonitrile (1.56 mL, 23.0 mmol) was added as a solution in tetrahydrofuran (10 mL). The reaction was stirred for 2 hours while the temperature was allowed to reach r... Starting materials: S(=O)(Cl)Cl (Thionyl chloride), FC(F)(F)C1C(C=CC2=CC=CC=C12)=O (trifluoromethyl-2(1H)-naphthalenone), C(C)(=O)OCC (ethyl acetate). The reagents and catalysts are CN(C1=CC=NC=C1)C (4-(dimethylamino)pyridine). The solvent is N1=CC=CC=C1 (pyridine), CCCCCC (hexane). Conditions: temperature 25 celsius. The product is CC1=C2C=CC(=C(C2=CC=C1)C(F)(F)F)O (5-Methyl-1-(trifluormethyl)-2-naphthalenol). Yield: 100.0%. As a reaction SMILES: S(Cl)(Cl)=O.[F:5][C:6]([CH:9]1[C:18]2[C:13](=[CH:14][CH:15]=[CH:16][CH:17]=2)[CH:12]=[CH:11][C:10]1=[O:19])([F:8])[F:7].[C:20](OCC)(=O)C>CN(C)C1C=CN=CC=1.N1C=CC=CC=1.CCCCCC>[CH3:20][C:14]1[CH:15]=[CH:16][CH:17]=[C:18]2[C:13]=1[CH:12]=[CH:11][C:10]([OH:19])=[C:9]2[C:6]([F:7])([F:8])[F:5]. Reported procedure: Thionyl chloride (0.33 mL, 4.52 mmol) was added dropwise at about 5° C. to a stirred solution of 3,4-dihydro-1-hydroxy-5-methyl-1-(trifluoromethyl-2(1H)-naphthalenone (1.04 g, 4.26 mmol) and 4-(dimethylamino)pyridine (3.5 mg) in pyridine (0.73 mL) under dry nitrogen. The reaction mixture was stirred and allowed to warm slowly to 25° C. (about 45 min). The reaction was judged to be complete by tlc using silica gel thin layer plates and 20% (v/v) ethyl acetate in hexane as the mobile phase. The re... Starting materials: NC1=C2N=C(N(C2=NC(=N1)OCCOC)CC1=CC=C(CP(OCC)(OCC)=O)C=C1)OC (diethyl 4-((6-amino-8-methoxy-2-(2-methoxyethoxy)-9H-purin-9-yl)methyl)benzylphosphonate), C[Si](C)(C)Br (trimethylsilyl bromide). Solvent: C(Cl)Cl (CH2Cl2). Conditions: temperature 22 celsius, time 2 hour. The product is NC1=C2NC(N(C2=NC(=N1)OCCOC)CC1=CC=C(CP(O)(O)=O)C=C1)=O ((4-((6-amino-2-(2-methoxyethoxy)-8-oxo-7H-purin-9(8H)-yl)methyl)benzyl)phosphonic acid). As a reaction SMILES: [NH2:1][C:2]1[N:10]=[C:9]([O:11][CH2:12][CH2:13][O:14][CH3:15])[N:8]=[C:7]2[C:3]=1[N:4]=[C:5]([O:32]C)[N:6]2[CH2:16][C:17]1[CH:31]=[CH:30][C:20]([CH2:21][P:22](=[O:29])([O:26]CC)[O:23]CC)=[CH:19][CH:18]=1.C[Si](Br)(C)C>C(Cl)Cl>[NH2:1][C:2]1[N:10]=[C:9]([O:11][CH2:12][CH2:13][O:14][CH3:15])[N:8]=[C:7]2[C:3]=1[NH:4][C:5](=[O:32])[N:6]2[CH2:16][C:17]1[CH:18]=[CH:19][C:20]([CH2:21][P:22](=[O:23])([OH:29])[OH:26])=[CH:30][CH:31]=1. Procedure details: To a solution of diethyl 4-((6-amino-8-methoxy-2-(2-methoxyethoxy)-9H-purin-9-yl)methyl)benzylphosphonate (1 equiv.) in CH2Cl2 (0.10 M) at 0° C. was slowly added trimethylsilyl bromide (10 equiv.). After 1 h the ice-bath was removed and the reaction mixture was allowed to stir at 22° C. for 2 h. At this point the volatiles were removed in vacuo and the resulting residue was purified by Reverse Phase-HPLC using a 20-90% 0.5 mM NH4OAc (in MeCN) to 10 mM NH4OAc (in water) gradient to deliver the ti... Starting materials: S(=O)(Cl)Cl (Thionyl chloride), NC1=NC(=C(C(=N1)Cl)CC1=C(C=C(C=C1)CO)OC)C ((4-((2-Amino-4-chloro-6-methylpyrimidin-5-yl)methyl)-3-methoxyphenyl)methanol). Run in C(Cl)Cl (DCM). Run at time 1 hour. The product is ClC1=NC(=NC(=C1CC1=C(C=C(C=C1)CCl)OC)C)N (4-Chloro-5-(4-(chloromethyl)-2-methoxybenzyl)-6-methylpyrimidin-2-amine). As a reaction SMILES: S(Cl)([Cl:3])=O.[NH2:5][C:6]1[N:11]=[C:10]([Cl:12])[C:9]([CH2:13][C:14]2[CH:19]=[CH:18][C:17]([CH2:20]O)=[CH:16][C:15]=2[O:22][CH3:23])=[C:8]([CH3:24])[N:7]=1>C(Cl)Cl>[Cl:12][C:10]1[C:9]([CH2:13][C:14]2[CH:19]=[CH:18][C:17]([CH2:20][Cl:3])=[CH:16][C:15]=2[O:22][CH3:23])=[C:8]([CH3:24])[N:7]=[C:6]([NH2:5])[N:11]=1. Procedure: Thionyl chloride (0.12 mL) was added to a solution of the product from step (i) (0.39 g) in DCM (10 mL) at 0° C. The reaction mixture was stirred at rt for 1 h and then the solvent was evaporated under reduced pressure to give the subtitle compound (0.40 g) which was used without purification. Reactants: B, COC(=O)c1cc(C(CBr)O[Si](C)(C)C(C)(C)C)ccc1OCc1ccccc1, CSC, C1CCOC1. Product: CC(C)(C)[Si](C)(C)OC(CBr)c1ccc(OCc2ccccc2)c(CO)c1. RXN SMILES: [BH3:4].[CH2:5]([c:6]1[cH:7][cH:8][cH:9][cH:10][cH:11]1)[O:12][c:13]1[c:14]([C:15](=[O:16])[O:17][CH3:18])[cH:19][c:20]([CH:23]([CH2:24][Br:25])[O:26][Si:27]([CH3:28])([CH3:29])[C:30]([CH3:31])([CH3:32])[CH3:33])[cH:21][cH:22]1.[CH3:1][S:2][CH3:3].[O:34]1[CH2:35][CH2:36][CH2:37][CH2:38]1>>[CH2:5]([c:6]1[cH:7][cH:8][cH:9][cH:10][cH:11]1)[O:12][c:13]1[c:14]([CH2:15][OH:16])[cH:19][c:20]([CH:23]([CH2:24][Br:25])[O:26][Si:27]([CH3:28])([CH3:29])[C:30]([CH3:31])([CH3:32])[CH3:33])[cH:21][cH:22]1. Starting materials: ClCCl, CCc1ccccc1CCC(=O)Cl, C=[N+]=[N-]. Product: CCc1ccccc1CCC(=O)C=[N+]=[N-]. Reaction SMILES: [CH2:17]([Cl:18])[Cl:19].[CH2:1]([CH3:2])[c:3]1[c:4]([CH2:9][CH2:10][C:11](=[O:12])[Cl:13])[cH:5][cH:6][cH:7][cH:8]1.[N+:14](=[N-:15])=[CH2:16]>>[CH2:1]([CH3:2])[c:3]1[c:4]([CH2:9][CH2:10][C:11](=[O:12])[CH:16]=[N+:14]=[N-:15])[cH:5][cH:6][cH:7][cH:8]1. Reactants: FC=1C(=NC=C(C1)Cl)C1=NN(C(=C1)OC(F)F)C (3-(3-fluoro-5chloro-2-pyridyl)-5-difluoromethoxy-1-methyl-[1H]-pyrazole), C(Cl)Cl (methylene chloride), F[B-](F)(F)F.O=[N+]=O (nitronium tetrafluoroborate). Solvent: C(C)(=O)OCC (ethyl acetate). Conditions: time 8 hour. Yields the product FC=1C(=NC=C(C1)Cl)C1=NN(C(=C1[N+](=O)[O-])OC(F)F)C (3-(3-Fluoro-5-chloro-2-pyridyl)-4-nitro-5-difluoromethoxy-1-methyl-[1H]-pyrazole). The yield is 93.6%. Reaction SMILES: [F:1][C:2]1[C:3]([C:9]2[CH:13]=[C:12]([O:14][CH:15]([F:17])[F:16])[N:11]([CH3:18])[N:10]=2)=[N:4][CH:5]=[C:6]([Cl:8])[CH:7]=1.C(Cl)Cl.F[B-](F)(F)F.[O:27]=[N+:28]=[O:29]>C(OCC)(=O)C>[F:1][C:2]1[C:3]([C:9]2[C:13]([N+:28]([O-:29])=[O:27])=[C:12]([O:14][CH:15]([F:16])[F:17])[N:11]([CH3:18])[N:10]=2)=[N:4][CH:5]=[C:6]([Cl:8])[CH:7]=1 |f:2.3|. Procedure: 4.0 g of 3-(3-fluoro-5chloro-2-pyridyl)-5-difluoromethoxy-1-methyl-[1H]-pyrazole (Example HIS) are initially introduced into 30 ml of methylene chloride. 3.83 g of nitronium tetrafluoroborate are added, while stirring and cooling in an ice-bath, and the mixture is subsequently stirred overnight at 22° C. The following day, it is poured onto water, and ethyl acetate is added. After extraction by shaking and separation of the phases, the organic phase is washed with dilute bicarbonate solution and...